From a dataset of the Open Reaction Database (ORD), a public repository of structured organic reaction records. describe an organic reaction: reactants, conditions, products, and yield Starting materials: S(=O)(Br)Br (thionyl bromide), C(C)OC(=O)COCCC(C(C(C(=O)OCC)NC=O)O)=C (ethyl 6-ethoxycarbonylmethoxy-2-formylamino-3-hydroxy-4-methylene-hexanoate), O (water). Run in C(Cl)Cl (CH2Cl2). Run at time 10 minute. Yields the product BrCC(C(C(C(=O)OCC)NC=O)O)CCOCC(=O)OCC (ethyl 4-bromomethyl-6-ethoxycarbonylmethoxy-2-formylamino-3-hydroxy-hexanoate). As a reaction SMILES: [CH2:1]([O:3][C:4]([CH2:6][O:7][CH2:8][CH2:9][C:10](=[CH2:22])[CH:11]([OH:21])[CH:12]([NH:18][CH:19]=[O:20])[C:13]([O:15][CH2:16][CH3:17])=[O:14])=[O:5])[CH3:2].S(Br)([Br:25])=O.O>C(Cl)Cl>[Br:25][CH2:22][CH:10]([CH2:9][CH2:8][O:7][CH2:6][C:4]([O:3][CH2:1][CH3:2])=[O:5])[CH:11]([OH:21])[CH:12]([NH:18][CH:19]=[O:20])[C:13]([O:15][CH2:16][CH3:17])=[O:14]. Procedure: 7.5 g (23.6 mmol) of ethyl 6-ethoxycarbonylmethoxy-2-formylamino-3-hydroxy-4-methylene-hexanoate are dissolved in 75 ml of CH2Cl2 and 2.2 ml (28.3 mmol) of thionyl bromide are then added dropwise at room temperature to this solution. After 1 hour 50 ml of water are added and the reaction mixture is stirred vigorously for 10 minutes. The organic phase is separated and washed once with water, once with a 1N solution of KHCO3 and once with brine. The aqueous phases are extracted twice with CH2Cl2. ...